From a dataset of the Open Reaction Database (ORD), a public repository of structured organic reaction records. describe an organic reaction: reactants, conditions, products, and yield The reactants are C(C1=CC=CC=C1)N1CCC(CC1)NC(=S)N ((1-benzyl-piperidin-4-yl)-thiourea), BrCC(C(F)(F)F)=O (3-bromo-1,1,1-trifluoroacetone). Run in C(C)O (ethanol). Yields the product C(C1=CC=CC=C1)N1CCC(CC1)NC=1SC=C(N1)C(F)(F)F ((1-Benzyl-piperidin-4-yl)-(4-trifluoromethyl-thiazol-2-yl)-amine). The yield is 89.3%. Reaction SMILES: [CH2:1]([N:8]1[CH2:13][CH2:12][CH:11]([NH:14][C:15]([NH2:17])=[S:16])[CH2:10][CH2:9]1)[C:2]1[CH:7]=[CH:6][CH:5]=[CH:4][CH:3]=1.Br[CH2:19][C:20](=O)[C:21]([F:24])([F:23])[F:22]>C(O)C>[CH2:1]([N:8]1[CH2:9][CH2:10][CH:11]([NH:14][C:15]2[S:16][CH:19]=[C:20]([C:21]([F:24])([F:23])[F:22])[N:17]=2)[CH2:12][CH2:13]1)[C:2]1[CH:3]=[CH:4][CH:5]=[CH:6][CH:7]=1. Procedure: To a stirred solution of (1-benzyl-piperidin-4-yl)-thiourea (0.5 g, 2.0 mmol) (prepared by a procedure similar to that described in WO 03/062215) in ethanol (15 ml) was added 3-bromo-1,1,1-trifluoroacetone (0.22 ml, 2.1 mmol) and the reaction mixture was heated at reflux for 1 h. After evaporation of the solvent, the crude product was crystallized from acetonitrile to yield D8 (0.61 g, 88%) as a white solid. C16H18F3N3S.HBr free base requires 341. Found 342 (MH+). Starting materials: CC(=CC(=O)OCC(O)CO)CCCC(CCCC(C)C)C.O (mono-O-(3,7,11-trimethyldodec-2-enoyl)glycerol water), ( 4 ), CC(=CCCCO[C@@H](CO)[C@H](O)CO)CCCC(CCCC(CCCC(C)C)C)C (2-O-(5,9,13,17-tetramethyloctadec-4-enyl)erythritol), ( 3 ). Yields the product CC(=CC(=O)OCC(O)CO)CCCC(CCCC(C)C)C (mono-O-(3,7,11-trimethyldodec-2-enoyl)glycerol). Reaction SMILES: [CH3:1][C:2]([CH2:12][CH2:13][CH2:14][CH:15]([CH3:22])[CH2:16][CH2:17][CH2:18][CH:19]([CH3:21])[CH3:20])=[CH:3][C:4]([O:6][CH2:7][CH:8]([CH2:10][OH:11])[OH:9])=[O:5].O.CC(CCCC(C)CCCC(C)CCCC(C)C)=CCCCO[C@H]([C@@H](CO)O)CO>>[CH3:1][C:2]([CH2:12][CH2:13][CH2:14][CH:15]([CH3:22])[CH2:16][CH2:17][CH2:18][CH:19]([CH3:21])[CH3:20])=[CH:3][C:4]([O:6][CH2:7][CH:8]([CH2:10][OH:11])[OH:9])=[O:5] |f:0.1|. Procedure: Mono-O-(3,7,11-trimethyldodec-2-enoyl)glycerol synthesized in Example 146 and water were homogeneously mixed in accordance with the same procedure as in Example 13 to obtain a sample of mono-O-(3,7,11-trimethyldodec-2-enoyl)glycerol/water system. SAXS analysis of the sample of mono-O-(3,7,11-trimethyldodec-2-enoyl)glycerol/water system was performed in the same manner as in Example 13. As a result, scattering peaks were observed. The peak value ratio exhibited the following ratio peculiar to the...